Dataset: the Open Reaction Database (ORD), a public repository of structured organic reaction records. Task: describe an organic reaction: reactants, conditions, products, and yield Starting materials: BrC1=C(CCC1)C1=CC=C(C=C1)S(=O)(=O)C (1-(2-bromocyclopenten-1-yl)-4-(methylsulfonyl)benzene), CSC1=CC=C(C=C1)B(O)O (4-methylthiophenylboronic acid). Yields the product CSC1=CC=C(C=C1)C1=C(CCC1)C1=CC=C(C=C1)S(=O)(=O)C (1-[2-(4-methylthiophenyl)cyclopenten-1-yl)-4-(methylsulfonyl)benzene). Yield: 85.5%. As a reaction SMILES: Br[C:2]1[CH2:6][CH2:5][CH2:4][C:3]=1[C:7]1[CH:12]=[CH:11][C:10]([S:13]([CH3:16])(=[O:15])=[O:14])=[CH:9][CH:8]=1.[CH3:17][S:18][C:19]1[CH:24]=[CH:23][C:22](B(O)O)=[CH:21][CH:20]=1>>[CH3:17][S:18][C:19]1[CH:24]=[CH:23][C:22]([C:2]2[CH2:6][CH2:5][CH2:4][C:3]=2[C:7]2[CH:12]=[CH:11][C:10]([S:13]([CH3:16])(=[O:15])=[O:14])=[CH:9][CH:8]=2)=[CH:21][CH:20]=1. Procedure: Following a synthetic procedure which was similar to the one outlined in Step 3 of Example 1, 270 mg (0.9 mmol) of 1-(2-bromocyclopenten-1-yl)-4-(methylsulfonyl)benzene (Step 1) was reached with 300 mg (1.8 mmol) of 4-methylthiophenylboronic acid (Example 1, Step 1). Purification by silica gel chromatography (MPLC) with hexane/ethyl acetate (4:1) gave 265 mg (86%) of 1-[2-(4-methylthiophenyl)cyclopenten-1-yl)-4-(methylsulfonyl)benzene as a colorless solid: mp 138°-139° C.; NMR (CDCl3) d 2.08 (m,...